This data is from the Open Reaction Database (ORD), a public repository of structured organic reaction records. The task is: describe an organic reaction: reactants, conditions, products, and yield The reactants are C(CCC)[Li] (n-butyllithium), BrC1=CC2=C(C=C1)OCO2 (4-bromo-1,2-(methylenedioxy)benzene), II (I2). Run in C1CCOC1 (THF), C1CCOC1 (THF). Conditions: time 45 minute. The product is IC1=CC2=C(C=C1)OCO2 (4-iodo-1,2-(methylenedioxy)benzene). Yield: 74.0%. As a reaction SMILES: Br[C:2]1[CH:7]=[CH:6][C:5]2[O:8][CH2:9][O:10][C:4]=2[CH:3]=1.C([Li])CCC.[I:16]I>C1COCC1>[I:16][C:2]1[CH:7]=[CH:6][C:5]2[O:8][CH2:9][O:10][C:4]=2[CH:3]=1. Procedure details: To a solution of 4-bromo-1,2-(methylenedioxy)benzene (5.0 g, 25.0 mmol) in THF (40 mL) cooled to −78° C. was added n-butyllithium (24 mL, 1.6 M, 37.3 mmol) and the mixture kept at −78° C. for 45 min. A solution of I2 (12.6 g, 50 mmol) in THF (40 mL) was then added. After 45 min, the reaction was allowed to warm to room temperature and quenched with water. The THF was removed and the residue treated with EtOAc (400 mL) and saturated Na2S2O3 solution (100 mL). The organic layer was dried over MgSO... Reactants: O (H2O), ClC1=NC(=NC(=C1)Cl)SCC1=C(C(=CC=C1)F)F (4,6-Dichloro-2-[(2,3-difluorobenzyl)thio]pyrimidine), FC1=C(C=CC=C1F)CSC1=NC(=CC(=N1)NS(=O)(=O)N1CCC1)OC(CO)CO (N-[2-[[(2,3-difluorophenyl)methyl]thio]-6-[2-hydroxy-1-(hydroxymethyl)ethoxy]-4-pyrimidinyl]-1-azetidinesulfonamide), [H-].[Na+] (sodium hydride). Run in CO (methanol). Conditions: time 5 hour. Product: ClC1=NC(=NC(=C1)OC)SCC1=C(C(=CC=C1)F)F (4-Chloro-2-[[(2,3-difluorophenyl)methyl]thio]-6-methoxypyrimidine). Reaction SMILES: [Cl:1][C:2]1[CH:7]=[C:6](Cl)[N:5]=[C:4]([S:9][CH2:10][C:11]2[CH:16]=[CH:15][CH:14]=[C:13]([F:17])[C:12]=2[F:18])[N:3]=1.FC1C(F)=CC=CC=1CSC1N=C(NS(N2CCC2)(=O)=O)C=[C:31]([O:43]C(CO)CO)N=1.[H-].[Na+].O>CO>[Cl:1][C:2]1[CH:7]=[C:6]([O:43][CH3:31])[N:5]=[C:4]([S:9][CH2:10][C:11]2[CH:16]=[CH:15][CH:14]=[C:13]([F:17])[C:12]=2[F:18])[N:3]=1 |f:2.3|. Procedure: To a stirred solution of 4,6-Dichloro-2-[(2,3-difluorobenzyl)thio]pyrimidine (the product of Example 1, step (5 g) in dry methanol (40 mL) was added 60% sodium hydride (0.68 g) batchwise over 5 min. The reaction mixture was stirred for 5 h, H2O added and the solvents were partially evaporated. The residue was extracted with EtOAc which was washed with H2O, dried (MgSO4) and the solvent evaporated under reduced pressure. The residue was purified by flash chromatography on silica gel, eluting with... Reactants: C1=CC(=CC=C1CCO)Cl (4-chlorophenethanol), C1(=CC=CC=C1)C (toluene), C1(=CC=CC=C1)C (toluene), alcohol, C1(=CC=CC=C1)C (toluene), S(=O)(Br)Br (thionyl bromide), S(=O)(Br)Br (thionyl bromide). The solvent is N1=CC=CC=C1 (pyridine), N1=CC=CC=C1 (pyridine). Run at time 1 hour. Yields the product ClC1=CC=C(CCBr)C=C1 (4-chlorophenethyl bromide). The yield is 65.6%. Reaction SMILES: [CH:1]1[C:6]([CH2:7][CH2:8]O)=[CH:5][CH:4]=[C:3]([Cl:10])[CH:2]=1.C1(C)C=CC=CC=1.S(Br)([Br:20])=O>N1C=CC=CC=1>[Cl:10][C:3]1[CH:4]=[CH:5][C:6]([CH2:7][CH2:8][Br:20])=[CH:1][CH:2]=1. Reported procedure: A 500 ml. 3 neck round bottomed flask under nitrogen was charged 15.65 g. of 4-chlorophenethanol (1.0 eq., 0.10 moles) in 60 ml. toluene. To the reaction was added dropwise 41.6 g of thionyl bromide (2.0 eq., 0.20 moles) in 15 ml. of toluene maintaining the temp. below 25 C. Finally, 8.7 g. pyridine (1.1 eq., 0.11 moles) in 20 ml. toluene was added dropwise again keeping the temperature below 30° C. with an external ice bath. The reaction was monitored by GLC and after 1 hr. an additional 14.0 g... Reactants: N1C(CC2=CC=CC=C12)=O (1,3-Dihydro-indol-2-one), S(O)(=O)(=O)Cl (chlorosulfuric acid). The solvent is O (water). Reaction conditions: time 1 hour. Product: ClS(=O)(=O)C1=CC2=CC(N=C2C=C1)=O (5-chlorosulfonyl-indol-2-one). Yield: 65.3%. As a reaction SMILES: [NH:1]1[C:9]2[C:4](=[CH:5][CH:6]=[CH:7][CH:8]=2)[CH2:3][C:2]1=[O:10].[S:11]([Cl:15])(=O)(=[O:13])[OH:12]>O>[Cl:15][S:11]([C:6]1[CH:7]=[CH:8][C:9]2[C:4](=[CH:3][C:2](=[O:10])[N:1]=2)[CH:5]=1)(=[O:13])=[O:12]. Procedure: 1,3-Dihydro-indol-2-one 64a (13.3 g, 100 mmol) was added slowly with chlorosulfuric acid (26.6 ml, 400 mmol) in an ice-water bath. Upon completion of the addition, the reaction mixture was stirred for 1 hour in an ice-water bath, for another 1 hour at room temperature, and heated to 68° C. for 1 hour. The reaction mixture was cooled down to room temperature, added slowly with water (400 ml), stirred and yellow precipitates were formed. After standing for 1 hour at room temperature, the filter ca...